This data is from the Open Reaction Database (ORD), a public repository of structured organic reaction records. The task is: describe an organic reaction: reactants, conditions, products, and yield Starting materials: ClC1=C(C=CC2=CC=CC=C12)S(=O)(=O)CCNCC=1OC=CC1 (2-[(1-chloronaphthalen-2-yl)sulfonyl]-N-(furan-2-ylmethyl)ethanamine), ClC1=C(C=CC2=CC=CC=C12)SCCNCC1=NC=CC=C1 (2-[(1-chloronaphthalen-2-yl)sulfanyl]-N-(pyridin-2-ylmethyl)ethanamine). The product is ClC1=C(C=CC2=CC=CC=C12)S(=O)(=O)CCNCC1=NC=CC=C1 (2-[(1-chloronaphthalen-2-yl)sulfonyl]-N-(pyridin-2-ylmethyl)ethanamine). The yield is 78.0%. RXN SMILES: [Cl:1][C:2]1[C:11]2[C:6](=[CH:7][CH:8]=[CH:9][CH:10]=2)[CH:5]=[CH:4][C:3]=1[S:12]([CH2:15][CH2:16][NH:17][CH2:18][C:19]1O[CH:21]=[CH:22][CH:23]=1)(=[O:14])=[O:13].ClC1C2C(=CC=CC=2)C=CC=1SC[CH2:37][NH:38]CC1C=CC=CN=1>>[Cl:1][C:2]1[C:11]2[C:6](=[CH:7][CH:8]=[CH:9][CH:10]=2)[CH:5]=[CH:4][C:3]=1[S:12]([CH2:15][CH2:16][NH:17][CH2:18][C:19]1[CH:23]=[CH:22][CH:21]=[CH:37][N:38]=1)(=[O:14])=[O:13]. Reported procedure: Prepared as described for compound 25 from 2-[(1-chloronaphthalen-2-yl)sulfanyl]-N-(pyridin-2-ylmethyl)ethanamine in 78% yield as yellow oil. Reactants: CC(=O)OC1CCCC1Oc1ccc(Oc2ccccc2)cc1, CCO, [K+], [OH-], O. The product is OC1CCCC1Oc1ccc(Oc2ccccc2)cc1. Reaction SMILES: [C:3](=[O:4])([CH3:5])[O:6][CH:7]1[CH:8]([O:12][c:13]2[cH:14][cH:15][c:16]([O:19][c:20]3[cH:21][cH:22][cH:23][cH:24][cH:25]3)[cH:17][cH:18]2)[CH2:9][CH2:10][CH2:11]1.[CH3:27][CH2:28][OH:29].[K+:2].[OH-:1].[OH2:26]>>[OH:6][CH:7]1[CH:8]([O:12][c:13]2[cH:14][cH:15][c:16]([O:19][c:20]3[cH:21][cH:22][cH:23][cH:24][cH:25]3)[cH:17][cH:18]2)[CH2:9][CH2:10][CH2:11]1. Reactants: ClN1C(CCC1=O)=O (N-chlorosuccinimide), BrC(CCC(=O)Cl)(Br)Br (4,4,4-tribromobutyric acid chloride), ClN1C(CCC1=O)=O (N-chlorosuccinimide). Solvent: S(=O)(Cl)Cl (thionyl chloride). Reaction conditions: temperature 60 celsius, time 5 hour. The product is ClC(C(=O)Cl)CC(Br)(Br)Br (2-chloro-4,4,4-tribromobutyric acid chloride). Yield: 82.0%. As a reaction SMILES: [Br:1][C:2]([Br:9])([Br:8])[CH2:3][CH2:4][C:5]([Cl:7])=[O:6].[Cl:10]N1C(=O)CCC1=O>S(Cl)(Cl)=O>[Cl:10][CH:4]([CH2:3][C:2]([Br:9])([Br:8])[Br:1])[C:5]([Cl:7])=[O:6]. Procedure details: 343.2 g (1.0 mol) of 4,4,4-tribromobutyric acid chloride are dissolved in 600 g of thionyl chloride, and 266.0 g (2.0 mols) of N-chlorosuccinimide are added in portions at 60° C., whilst at the same time exposing the mixture to a high-pressure mercury lamp. After all of the N-chlorosuccinimide has been added, the resulting mixture is stirred for 5 hours at 60° C., with exposure to the said lamp. The thionyl chloride is then distilled off and the residue is rectified under a high vacuum. 309.7 g ...